Dataset: the Open Reaction Database (ORD), a public repository of structured organic reaction records. Task: describe an organic reaction: reactants, conditions, products, and yield Starting materials: ClC=1C=C(C=CC1OC1=CC(=CC=C1)C(F)(F)F)NC=1C2=C(N=CN1)C=CN2CCNC(CCO)=O (N-{2-[4-({3-Chloro-4-[3-(trifluoromethyl)phenoxy]phenyl}amino)-5H-pyrrolo[3,2-d]pyrimidin-5-yl]ethyl}-3-hydroxypropanamide), OCCC(=O)O (3-hydroxypropanoic acid), aqueous solution, ClC=1C=C(C=CC1OC1=CC(=CC=C1)C(F)(F)F)NC=1C2=C(N=CN1)C=CN2CCNC(CCO)=O (N-{2-[4-({3-chloro-4-[3-(trifluoromethyl)phenoxy]phenyl}amino)-5H-pyrrolo[3,2-d]pyrimidin-5-yl]ethyl}-3-hydroxypropanamide), Cl.C(C)(=O)OCC (hydrochloric acid ethyl acetate), N-[3-(dimethylamino)propyl]-N-ethylcarbodiimide hydrochloride, Example 202 ( iii ), Cl.Cl.NCCN1C=CC=2N=CN=C(C21)NC2=CC(=C(C=C2)OC2=CC(=CC=C2)C(F)(F)F)Cl (5-(2-aminoethyl)-N-{3-chloro-4-[3-(trifluoromethyl)phenoxy]phenyl}-5H-pyrrolo[3,2-d]pyrimidin-4-amine dihydrochloride), O.ON1N=NC2=C1C=CC=C2 (1-hydroxybenzotriazole monohydrate). The solvent is C(C)N(CC)CC (triethylamine), C(C)(=O)OCC (ethyl acetate), CN(C=O)C (N,N-dimethylformamide). Product: Cl.ClC=1C=C(C=CC1OC1=CC(=CC=C1)C(F)(F)F)NC=1C2=C(N=CN1)C=CN2CCNC(CCO)=O (N-{2-[4-({3-chloro-4-[3-(trifluoromethyl)phenoxy]phenyl}amino)-5H-pyrrolo[3,2-d]pyrimidin-5-yl]ethyl}-3-hydroxypropanamide hydrochloride). As a reaction SMILES: [Cl:1][C:2]1[CH:3]=[C:4]([NH:19][C:20]2[C:21]3[N:28]([CH2:29][CH2:30][NH:31][C:32](=[O:36])[CH2:33][CH2:34][OH:35])[CH:27]=[CH:26][C:22]=3[N:23]=[CH:24][N:25]=2)[CH:5]=[CH:6][C:7]=1[O:8][C:9]1[CH:14]=[CH:13][CH:12]=[C:11]([C:15]([F:18])([F:17])[F:16])[CH:10]=1.Cl.Cl.NCCN1C2C(NC3C=CC(OC4C=CC=C(C(F)(F)F)C=4)=C(Cl)C=3)=NC=NC=2C=C1.OCCC(O)=O.O.ON1C2C=CC=CC=2N=N1.Cl.C(OCC)(=O)C>C(OCC)(=O)C.CN(C)C=O.C(N(CC)CC)C>[ClH:1].[Cl:1][C:2]1[CH:3]=[C:4]([NH:19][C:20]2[C:21]3[N:28]([CH2:29][CH2:30][NH:31][C:32](=[O:36])[CH2:33][CH2:34][OH:35])[CH:27]=[CH:26][C:22]=3[N:23]=[CH:24][N:25]=2)[CH:5]=[CH:6][C:7]=1[O:8][C:9]1[CH:14]=[CH:13][CH:12]=[C:11]([C:15]([F:18])([F:17])[F:16])[CH:10]=1 |f:1.2.3,5.6,7.8,12.13|. Procedure: N-{2-[4-({3-Chloro-4-[3-(trifluoromethyl)phenoxy]phenyl}amino)-5H-pyrrolo[3,2-d]pyrimidin-5-yl]ethyl}-3-hydroxypropanamide was obtained by the reaction in the same manner as in Example 202 (iii) using 5-(2-aminoethyl)-N-{3-chloro-4-[3-(trifluoromethyl)phenoxy]phenyl}-5H-pyrrolo[3,2-d]pyrimidin-4-amine dihydrochloride (300 mg), 3.6 M aqueous solution (0.25 mL) of 3-hydroxypropanoic acid, 1-hydroxybenzotriazole monohydrate (231 mg), N-[3-(dimethylamino)propyl]-N-ethylcarbodiimide hydrochloride (33... The reactants are CC[O-], COC(=O)c1ccnc(Cl)c1, CCO, N#CCc1ccc(F)cc1, [Na+]. Product: N#CC(C(=O)c1ccnc(Cl)c1)c1ccc(F)cc1. RXN SMILES: [CH3:12][CH2:13][O-:14].[CH3:15][O:16][C:17](=[O:18])[c:19]1[cH:20][c:21]([Cl:25])[n:22][cH:23][cH:24]1.[CH3:26][CH2:27][OH:28].[F:1][c:2]1[cH:3][cH:4][c:5]([CH2:8][C:9]#[N:10])[cH:6][cH:7]1.[Na+:11]>>[F:1][c:2]1[cH:3][cH:4][c:5]([CH:8]([C:9]#[N:10])[C:17](=[O:16])[c:19]2[cH:20][c:21]([Cl:25])[n:22][cH:23][cH:24]2)[cH:6][cH:7]1. Product: CC1(C)C=CC(=O)N1c1nc(-c2ccc(C#N)cc2)cs1. Starting materials: COC(=O)C=CC(C)(C)Nc1nc(-c2ccc(C#N)cc2)cs1, C[O-], [Na+], C1CCOC1. RXN SMILES: [C:1](#[N:2])[c:3]1[cH:4][cH:5][c:6](-[c:9]2[n:10][c:11]([NH:14][C:15]([CH:16]=[CH:17][C:18](=[O:19])[O:20][CH3:21])([CH3:22])[CH3:23])[s:12][cH:13]2)[cH:7][cH:8]1.[CH3:24][O-:25].[Na+:26].[O:27]1[CH2:28][CH2:29][CH2:30][CH2:31]1>>[C:1](#[N:2])[c:3]1[cH:4][cH:5][c:6](-[c:9]2[n:10][c:11]([N:14]3[C:15]([CH3:22])([CH3:23])[CH:16]=[CH:17][C:18]3=[O:19])[s:12][cH:13]2)[cH:7][cH:8]1. Reactants: Cl (HCl), XVI, ClC1=CC=C(C=C1)C[C@H](C(N1CCN(CC1)C1=NC=CC=C1)=O)NC(=O)[C@H]1N(CC2=CC=CC=C2C1)C(=O)OC(C)(C)C (tert-butyl 3-(N-{(1R)-1-[(4-chlorophenyl)methyl]-2-oxo-2-(4-(2-pyridyl)piperazinyl)ethyl}carbamoyl)(3S)-1,2,3,4-tetrahydroisoquinoline-2-carboxylate). The solvent is CCOC(=O)C (EtOAc). The product is ClC1=CC=C(C=C1)C[C@H](C(N1CCN(CC1)C1=NC=CC=C1)=O)NC(=O)[C@H]1NCC2=CC=CC=C2C1 (N-{(1R)-1-[(4-Chlorophenyl)methyl]-2-oxo-2-(4-(2-pyridyl)piperazinyl)ethyl}((3S)(3-1,2,3,4-tetrahydro-isoquinolyl))carboxamide), acetate salt. Reaction SMILES: [Cl:1][C:2]1[CH:7]=[CH:6][C:5]([CH2:8][C@@H:9]([NH:24][C:25]([C@@H:27]2[CH2:36][C:35]3[C:30](=[CH:31][CH:32]=[CH:33][CH:34]=3)[CH2:29][N:28]2C(OC(C)(C)C)=O)=[O:26])[C:10](=[O:23])[N:11]2[CH2:16][CH2:15][N:14]([C:17]3[CH:22]=[CH:21][CH:20]=[CH:19][N:18]=3)[CH2:13][CH2:12]2)=[CH:4][CH:3]=1.Cl>CCOC(C)=O>[Cl:1][C:2]1[CH:7]=[CH:6][C:5]([CH2:8][C@@H:9]([NH:24][C:25]([C@@H:27]2[CH2:36][C:35]3[C:30](=[CH:31][CH:32]=[CH:33][CH:34]=3)[CH2:29][NH:28]2)=[O:26])[C:10](=[O:23])[N:11]2[CH2:12][CH2:13][N:14]([C:17]3[CH:22]=[CH:21][CH:20]=[CH:19][N:18]=3)[CH2:15][CH2:16]2)=[CH:4][CH:3]=1. Procedure: N-{(1R)-1-[(4-Chlorophenyl)methyl]-2-oxo-2-(4-(2-pyridyl)piperazinyl)ethyl}((3S)(3-1,2,3,4-tetrahydro-isoquinolyl))carboxamide was prepared according to the procedure used for Preparation XVI using tert-butyl 3-(N-{(1R)-1-[(4-chlorophenyl)methyl]-2-oxo-2-(4-(2-pyridyl)piperazinyl)ethyl}carbamoyl)(3S)-1,2,3,4-tetrahydroisoquinoline-2-carboxylate (Step 2) (450 mg, 0.745 mmol) and 10 mL HCl satd EtOAc. The resulting solid was purified by preparative HPLC (AcOH buffer) and freeze-dried yielding the ... Reactants: FC1=CC=C(C=C1)CCNC(\C=C\CC)=O (trans 2-pentenoic acid [2-(4-fluorophenyl)ethyl]amide), C(#N)CC(=O)OCC (ethyl cyanoacetate), CC(C)([O-])C.[K+] (potassium tert-butoxide), O1CCCC1 (tetrahydrofuran), Cl (hydrochloric acid). Solvent: C(C)(C)(C)O (tert-butanol). Conditions: temperature 80 celsius, time 18 hour. The product is FC1=CC=C(C=C1)CCN1C(C(C(CC1=O)CC)C#N)=O (1-[2-(4-fluorophenyl)ethyl]-4-ethyl-2,6-dioxopiperidine-3-carbonitrile). The yield is 76.6%. Reaction SMILES: [F:1][C:2]1[CH:7]=[CH:6][C:5]([CH2:8][CH2:9][NH:10][C:11](=[O:16])/[CH:12]=[CH:13]/[CH2:14][CH3:15])=[CH:4][CH:3]=1.[C:17]([CH2:19][C:20]([O:22]CC)=O)#[N:18].CC(C)([O-])C.[K+].O1CCCC1.Cl>C(O)(C)(C)C>[F:1][C:2]1[CH:3]=[CH:4][C:5]([CH2:8][CH2:9][N:10]2[C:11](=[O:16])[CH2:12][CH:13]([CH2:14][CH3:15])[CH:19]([C:17]#[N:18])[C:20]2=[O:22])=[CH:6][CH:7]=1 |f:2.3|. Procedure: A solution of trans 2-pentenoic acid [2-(4-fluorophenyl)ethyl]amide (2.0 g, 9.05 mmol) and ethyl cyanoacetate (1.93 mL, 18.1 mmol) in tert-butanol (30 mL) was treated with a solution of potassium tert-butoxide in tetrahydrofuran (1.0 M, 18.1 mL, 18.1 mmol) and heated at 80° C. After 18 hours, the solution was cooled to room temperature and treated with 1.0 N aqueous hydrochloric acid. The mixture was concentrated under vacuum and the residue was recrystallized from ethanol to provide a pale pink... Reactants: CC(=O)Nc1ccc(-c2ncc(C3=C(C(=O)OC(c4ccccc4)c4ccccc4)N4C(=O)C(NC(=O)OC(C)(C)C)C4SC3)s2)cc1, CS(=O)(=O)O, CC#N. Product: CC(=O)Nc1ccc(-c2ncc(C3=C(C(=O)OC(c4ccccc4)c4ccccc4)N4C(=O)C(N)C4SC3)s2)cc1. As a reaction SMILES: [C:1]([CH3:2])(=[O:3])[NH:4][c:5]1[cH:6][cH:7][c:8](-[c:11]2[s:12][c:13]([C:16]3=[C:17]([C:33](=[O:34])[O:35][CH:36]([c:37]4[cH:38][cH:39][cH:40][cH:41][cH:42]4)[c:43]4[cH:44][cH:45][cH:46][cH:47][cH:48]4)[N:18]4[C:19](=[O:32])[CH:20]([NH:24][C:25]([O:26][C:27]([CH3:28])([CH3:29])[CH3:30])=[O:31])[CH:21]4[S:22][CH2:23]3)[cH:14][n:15]2)[cH:9][cH:10]1.[CH3:49][S:50](=[O:51])(=[O:52])[OH:53].[CH3:54][C:55]#[N:56]>>[C:1]([CH3:2])(=[O:3])[NH:4][c:5]1[cH:6][cH:7][c:8](-[c:11]2[s:12][c:13]([C:16]3=[C:17]([C:33](=[O:34])[O:35][CH:36]([c:37]4[cH:38][cH:39][cH:40][cH:41][cH:42]4)[c:43]4[cH:44][cH:45][cH:46][cH:47][cH:48]4)[N:18]4[C:19](=[O:32])[CH:20]([NH2:24])[CH:21]4[S:22][CH2:23]3)[cH:14][n:15]2)[cH:9][cH:10]1.